Dataset: the Open Reaction Database (ORD), a public repository of structured organic reaction records. Task: describe an organic reaction: reactants, conditions, products, and yield Starting materials: O=C([O-])[O-], CC1(C)OB(C2=CC(=O)CCC2)OC1(C)C, CCOC(C)=O, O=[N+]([O-])c1cnccc1Cl, [Na+], [Na+], C1COCCO1. Product: O=C1C=C(c2ccncc2[N+](=O)[O-])CCC1. Reaction SMILES: [C:33](=[O:34])([O-:35])[O-:36].[CH3:1][C:2]1([CH3:3])[C:4]([CH3:5])([CH3:6])[O:7][B:8]([C:9]2=[CH:10][C:11](=[O:15])[CH2:12][CH2:13][CH2:14]2)[O:16]1.[CH3:39][CH2:40][O:41][C:42]([CH3:43])=[O:44].[Cl:17][c:18]1[c:19]([N+:24](=[O:25])[O-:26])[cH:20][n:21][cH:22][cH:23]1.[Na+:37].[Na+:38].[O:27]1[CH2:28][CH2:29][O:30][CH2:31][CH2:32]1>>[C:9]1([c:18]2[c:19]([N+:24](=[O:25])[O-:26])[cH:20][n:21][cH:22][cH:23]2)=[CH:10][C:11](=[O:15])[CH2:12][CH2:13][CH2:14]1. The reactants are residue, C(C)OC1=CC=C(C=C1)C1=NN2N=CC=CC2C1C1=CC=C(C=C1)S(=O)(=O)C (2-(4-ethoxyphenyl)-3-(4-methanesulfonyl-phenyl)-3,3a-dihydro-pyrazolo[1,5-b]pyridazine). Reagents/catalysts: [Pd] (palladium on carbon). The solvent is C(Cl)Cl (DCM). Product: C(C)OC1=CC=C(C=C1)C1=NN2N=CC=CC2=C1C1=CC=C(C=C1)S(=O)(=O)C (2-(4-Ethoxy-phenyl)-3-(4-methanesulfonyl-phenyl)-pyrazolo[1,5-b]pyridazine). As a reaction SMILES: [CH2:1]([O:3][C:4]1[CH:9]=[CH:8][C:7]([C:10]2[CH:18]([C:19]3[CH:24]=[CH:23][C:22]([S:25]([CH3:28])(=[O:27])=[O:26])=[CH:21][CH:20]=3)[CH:17]3[N:12]([N:13]=[CH:14][CH:15]=[CH:16]3)[N:11]=2)=[CH:6][CH:5]=1)[CH3:2]>C(Cl)Cl.[Pd]>[CH2:1]([O:3][C:4]1[CH:5]=[CH:6][C:7]([C:10]2[C:18]([C:19]3[CH:24]=[CH:23][C:22]([S:25]([CH3:28])(=[O:27])=[O:26])=[CH:21][CH:20]=3)=[C:17]3[N:12]([N:13]=[CH:14][CH:15]=[CH:16]3)[N:11]=2)=[CH:8][CH:9]=1)[CH3:2]. Procedure details: The residue from Example 6(i), 2-(4-ethoxyphenyl)-3-(4-methanesulfonyl-phenyl)-3,3a-dihydro-pyrazolo[1,5-b]pyridazine, was redissolved in DCM (5 mL) and palladium on carbon (10% wt, 0.25 g) was added. The mixture was heated under reflux for 18 hours, whereupon analysis of the mixture by mass spectrometry showed the presence of a main component, MH+ 394, corresponding to the title compound. The reaction mixture was purified directly by silica gel chromatography (ethyl acetatelcyclohexane 2:1) to ... RXN SMILES: [C:1]([C:3]1[CH:11]=[CH:10][CH:9]=[C:8]2[C:4]=1[CH:5]=[CH:6][NH:7]2)#[N:2].[CH2:12]([O:14][C:15](=[O:20])[CH2:16][CH2:17][CH2:18]Br)[CH3:13].C(=O)([O-])[O-].[Cs+].[Cs+]>C(OCC)C>[C:1]([C:3]1[CH:11]=[CH:10][CH:9]=[C:8]2[C:4]=1[CH:5]=[CH:6][N:7]2[CH2:18][CH2:17][CH2:16][C:15]([O:14][CH2:12][CH3:13])=[O:20])#[N:2] |f:2.3.4|. The solvent is C(C)OCC (diethyl ether). The reactants are C(#N)C1=C2C=CNC2=CC=C1 (4-cyanoindole), C(C)OC(CCCBr)=O (ethyl-4-bromobutanoate), C([O-])([O-])=O.[Cs+].[Cs+] (cesium carbonate). Procedure: Combined 4-cyanoindole (5 g, 35.2 mmol), ethyl-4-bromobutanoate (10.29 g, 52.8 mmol) and cesium carbonate (22.92 g, 70.3 mmol) and heated to 80° C. under argon for 1 hour. The reaction was allowed to cool and then 150 ml diethyl ether was added and the organic solution was washed with 3×150 ml H2O. Dried the organic solution over MgSO4 and evaporated the solvent. Dried on high vacuum over the weekend to afford the title compound (8.25 g) as an orange oil. δH (400 MHz, d6-DMSO). 1.13 (3H, t), 1.9... Yield: 91.4%. The product is C(#N)C1=C2C=CN(C2=CC=C1)CCCC(=O)OCC (Ethyl 4-(4-cyano-1H-indol-1-yl)butanoate). Reactants: C(CCl)Cl (EDC), FC=1C(=C(C(=CC1)N)NC)C1=NC=CC=C1 (4-fluoro-N2-methyl-3-pyridin-2-yl-benzene-1,2-diamine), N([C@@H](C)C(=O)O)C(=O)OC(C)(C)C (Boc-Ala), C1=CC2=C(N=C1)N(N=N2)O (HOAt). Run in C(Cl)Cl (DCM), C(Cl)Cl (DCM). Reaction conditions: time 1 hour. Yields the product C(C)(C)(C)OC(N[C@@H](C)C1=NC2=C(N1C)C(=C(C=C2)F)C2=NC=CC=C2)=O ([(S)-1-(6-Fluoro-1-methyl-7-pyridin-2-yl-1H-benzoimidazol-2-yl)ethyl]carbamic acid tert-butyl ester). Isolated yield 23.5%. Reaction SMILES: [F:1][C:2]1[C:3]([C:11]2[CH:16]=[CH:15][CH:14]=[CH:13][N:12]=2)=[C:4]([NH:9][CH3:10])[C:5]([NH2:8])=[CH:6][CH:7]=1.[NH:17]([C:23]([O:25][C:26]([CH3:29])([CH3:28])[CH3:27])=[O:24])[C@H:18]([C:20](O)=O)[CH3:19].C1C=NC2N(O)N=NC=2C=1.C(Cl)CCl>C(Cl)Cl>[C:26]([O:25][C:23](=[O:24])[NH:17][C@H:18]([C:20]1[N:9]([CH3:10])[C:4]2[C:3]([C:11]3[CH:16]=[CH:15][CH:14]=[CH:13][N:12]=3)=[C:2]([F:1])[CH:7]=[CH:6][C:5]=2[N:8]=1)[CH3:19])([CH3:29])([CH3:28])[CH3:27]. Reported procedure: A solution of 4-fluoro-N2-methyl-3-pyridin-2-yl-benzene-1,2-diamine (0.75 g, 3.44 mmol), Boc-Ala (0.72 g, 3.78 mmol), HOAt (0.52 g, 3.78 mmol) in DCM (10 mL) was cooled to 0° C. EDC (0.73 g, 3.78 mmol) was added portion wise and the resulting mixture was stirred for 1 h. The mixture was diluted with DCM (20 mL) and the organic layer was washed with citric acid, brine, dried (MgSO4) and evaporated. The resulting residue was purified by chromatography (Si—PPC, gradient 0-50% EtOAc/cyclohexane) to ... Starting materials: NC1=C(C(=O)N)C(=CC(=C1)OC)OC (2-amino-4,6-dimethoxy-benzamide), COCCOC1=C(C=C(C=O)C=C1C)C (4-(2-methoxy ethoxy)-3,5-dimethyl benzaldehyde), OS(=O)[O-].[Na+] (NaHSO3), CC=1C=CC(=CC1)S(=O)(=O)O (p-TSA). Run in CN(C(C)=O)C (N,N-dimethyl acetamide). Conditions: temperature 150 celsius. Yields the product COC1=C2C(NC(=NC2=CC(=C1)OC)C1=CC(=C(C(=C1)C)OCCOC)C)=O (5,7-dimethoxy-2-(4-(2-methoxyethoxy)-3,5-dimethylphenyl)quinazolin-4(3H)-one). Isolated yield 43.4%. RXN SMILES: [NH2:1][C:2]1[CH:10]=[C:9]([O:11][CH3:12])[CH:8]=[C:7]([O:13][CH3:14])[C:3]=1[C:4]([NH2:6])=[O:5].[CH3:15][O:16][CH2:17][CH2:18][O:19][C:20]1[C:27]([CH3:28])=[CH:26][C:23]([CH:24]=O)=[CH:22][C:21]=1[CH3:29].OS([O-])=O.[Na+].CC1C=CC(S(O)(=O)=O)=CC=1>CN(C)C(=O)C>[CH3:14][O:13][C:7]1[CH:8]=[C:9]([O:11][CH3:12])[CH:10]=[C:2]2[C:3]=1[C:4](=[O:5])[NH:6][C:24]([C:23]1[CH:26]=[C:27]([CH3:28])[C:20]([O:19][CH2:18][CH2:17][O:16][CH3:15])=[C:21]([CH3:29])[CH:22]=1)=[N:1]2 |f:2.3|. Procedure: To a solution of 3,5-dimethyl-4-hydroxy benzaldehyde (2.0 g, 13.33 mmol) in DMF was added NaH (640 mg, 16.0 mmol, 60% in oil) and the mixture was stirred for 1 h at room temperature. A solution of 1-bromo-2-methoxy ethane (1.85 g, 13.33 mmol) was added and the mixture was stirred for 72 h at room temperature. The reaction mixture was quenched by addition of saturated NH4Cl solution and diluted with water. The product was extracted with ethyl acetate. The combined organic layers were washed with ... Reactants: C(CC)C=1N=NN(C1)CC(=O)N1CC(OCC1)C(=O)OCC1=CC=CC=C1 (benzyl 4-(2-(4-propyl-1H-1,2,3-triazol-1-yl)acetyl)morpholine-2-carboxylate), O.[OH-].[Li+] (Lithium hydroxide hydrate). The solvent is O (water), CO (MeOH). Run at time 14 hour. Yields the product C(CC)C=1N=NN(C1)CC(=O)N1CC(OCC1)C(=O)O (4-(2-(4-propyl-1H-1,2,3-triazol-1-yl)acetyl)morpholine-2-carboxylic acid). RXN SMILES: [CH2:1]([C:4]1[N:5]=[N:6][N:7]([CH2:9][C:10]([N:12]2[CH2:17][CH2:16][O:15][CH:14]([C:18]([O:20]CC3C=CC=CC=3)=[O:19])[CH2:13]2)=[O:11])[CH:8]=1)[CH2:2][CH3:3].O.[OH-].[Li+]>CO.O>[CH2:1]([C:4]1[N:5]=[N:6][N:7]([CH2:9][C:10]([N:12]2[CH2:17][CH2:16][O:15][CH:14]([C:18]([OH:20])=[O:19])[CH2:13]2)=[O:11])[CH:8]=1)[CH2:2][CH3:3] |f:1.2.3|. Procedure details: In a 25-mL RBF, benzyl 4-(2-(4-propyl-1H-1,2,3-triazol-1-yl)acetyl)morpholine-2-carboxylate (0.105 g, 0.282 mmol) was taken up in MeOH (1.0 mL). Lithium hydroxide hydrate (0.0130 g, 0.310 mmol) was added as a solution in water (1.0 mL). The mixture was stirred at ambient temperature for 14 h, then concentrated, and used crude in the subsequent step. MS m/z 283 (M+1). Starting materials: BrC1=CN=C(S1)N=C=O (5-Bromothiazol-2-yl isocyanate), C1=CC=CC=C1 (benzene), dimethyl acetal, ClCNCC=O (2-chloromethylaminoacetaldehyde). Solvent: C(C)O.O (ethanol water). Run at time 1 hour. Product: dimethyl acetal, ClCN(C(=O)NC=1SC(=CN1)Br)CC=O (2-[1-chloromethyl-3-(5-bromothiazol-2-yl)ureido]acetaldehyde). Reaction SMILES: [Br:1][C:2]1[S:6][C:5]([N:7]=[C:8]=[O:9])=[N:4][CH:3]=1.C1C=CC=CC=1.[Cl:16][CH2:17][NH:18][CH2:19][CH:20]=[O:21]>C(O)C.O>[Cl:16][CH2:17][N:18]([CH2:19][CH:20]=[O:21])[C:8]([NH:7][C:5]1[S:6][C:2]([Br:1])=[CH:3][N:4]=1)=[O:9] |f:3.4|. Procedure: 5-Bromothiazol-2-yl isocyanate dimer (17.0 grams), benzene (70 ml) and the dimethyl acetal of 2-chloromethylaminoacetaldehyde (13.5 grams) are charged into a glass reaction vessel equipped with a mechanical stirrer and thermometer. The reaction mixture is then stirred at room temperature for a period of about 1 hour. After this time the reaction mixture is filtered, and the filtrate is stripped of solvent under reduced pressure, leaving an oil. This oil is dissolved in an ethanol-water mixture, ... Reactants: Cc1ccccc1, O=Cc1ccccc1, O, O=C1CCC(CO)N1, Cc1ccc(S(=O)(=O)O)cc1. The product is O=C1CCC2COC(c3ccccc3)N12. Reaction SMILES: [CH3:28][c:29]1[cH:30][cH:31][cH:32][cH:33][cH:34]1.[CH:9](=[O:10])[c:11]1[cH:12][cH:13][cH:14][cH:15][cH:16]1.[OH2:35].[OH:1][CH2:2][CH:3]1[CH2:4][CH2:5][C:6](=[O:8])[NH:7]1.[c:17]1([CH3:18])[cH:19][cH:20][c:21]([S:22]([OH:23])(=[O:24])=[O:25])[cH:26][cH:27]1>>[O:1]1[CH2:2][CH:3]2[CH2:4][CH2:5][C:6](=[O:8])[N:7]2[CH:9]1[c:11]1[cH:12][cH:13][cH:14][cH:15][cH:16]1. Reactants: C(C(=O)Cl)(=O)Cl (oxalyl chloride), Grignard reagent, [Br-].[Li+] (lithium bromide), C(C)(C)(C)[Mg]Cl (t-BuMgCl), ClC(C)(C)C (2-chloro-2-methyl propane), [Mg] (magnesium), Grignard reagent. The reagents and catalysts are [Cu](Br)Br (copper bromide). Solvent: O1CCCC1 (THF), O1CCCC1 (tetrahydrofuran), O1CCCC1 (tetrahydrofuran). Run at temperature -65 celsius. Product: CC(C)(C(C(C(C)(C)C)=O)=O)C (2,2,5,5-tetramethyl-3,4-hexanedione). As a reaction SMILES: Cl[C:2]([CH3:5])([CH3:4])[CH3:3].[Mg].[C:7]([Mg]Cl)([CH3:10])([CH3:9])[CH3:8].[Br-].[Li+].[C:15](Cl)(=[O:19])[C:16](Cl)=[O:17]>O1CCCC1.[Cu](Br)Br>[CH3:3][C:2]([CH3:5])([C:15](=[O:19])[C:16](=[O:17])[C:7]([CH3:10])([CH3:9])[CH3:8])[CH3:4] |f:3.4|. Procedure: 26.44 mL (0.240 moles) 2-chloro-2-methyl propane was slowly added to 5.76 g, (0.240 moles) of magnesium turnings in 240 mL of tetrahydrofuran to make the Grignard reagent, t-BuMgCl. The freshly prepared Grignard reagent was slowly added to a mixture of 34 g (0.240 moles) copper bromide and 41 g (0.480 moles) of lithium bromide in 270 mL of tetrahydrofuran (THF), cooled to −65° C. 8.72 mL (0.10 moles) of oxalyl chloride in 30 mL of THF was then added slowly, maintaining mixture temperature at −65...